Dataset: the Open Reaction Database (ORD), a public repository of structured organic reaction records. Task: describe an organic reaction: reactants, conditions, products, and yield Procedure details: Prepared similarly to Intermediate 31 from 2-(butyloxy)-8-(methyloxy)-9H-purin-6-amine trifluoroacetate and phenylmethyl 4-(5-bromopentyl)-1-piperidinecarboxylate. LCMS (System B): tRET=3.31 min; MH+ 525 The product is NC1=C2N=C(N(C2=NC(=N1)OCCCC)CCCCCC1CCN(CC1)C(=O)OCC1=CC=CC=C1)OC (Phenylmethyl 4-{5-[6-amino-2-(butyloxy)-8-(methyloxy)-9H-purin-9-yl]pentyl}-1-piperidinecarboxylate). Reaction SMILES: [NH2:1][C:2]1[N:10]=[C:9]([O:11][CH2:12][CH2:13][CH2:14][CH3:15])[N:8]=[C:7]2[C:3]=1[N:4]=[C:5]([O:35][CH3:36])[N:6]2[CH2:16][CH2:17][CH2:18][CH:19]1[CH2:24][CH2:23][CH2:22][CH2:21][N:20]1[C:25]([O:27][CH2:28][C:29]1[CH:34]=[CH:33][CH:32]=[CH:31][CH:30]=1)=[O:26].F[C:38](F)(F)[C:39](O)=O.C(OC1N=C2C(N=C(OC)N2)=C(N)N=1)CCC.BrCCCCCC1CCN(C(OCC2C=CC=CC=2)=O)CC1>>[NH2:1][C:2]1[N:10]=[C:9]([O:11][CH2:12][CH2:13][CH2:14][CH3:15])[N:8]=[C:7]2[C:3]=1[N:4]=[C:5]([O:35][CH3:36])[N:6]2[CH2:16][CH2:17][CH2:18][CH2:19][CH2:24][CH:23]1[CH2:39][CH2:38][N:20]([C:25]([O:27][CH2:28][C:29]2[CH:34]=[CH:33][CH:32]=[CH:31][CH:30]=2)=[O:26])[CH2:21][CH2:22]1 |f:1.2|. Starting materials: NC1=C2N=C(N(C2=NC(=N1)OCCCC)CCCC1N(CCCC1)C(=O)OCC1=CC=CC=C1)OC (Phenylmethyl 2-{3-[6-amino-2-(butyloxy)-8-(methyloxy)-9H-purin-9-yl]propyl}-1-piperidinecarboxylate), FC(C(=O)O)(F)F.C(CCC)OC1=NC(=C2N=C(NC2=N1)OC)N (2-(butyloxy)-8-(methyloxy)-9H-purin-6-amine trifluoroacetate), BrCCCCCC1CCN(CC1)C(=O)OCC1=CC=CC=C1 (phenylmethyl 4-(5-bromopentyl)-1-piperidinecarboxylate). The reactants are CC(=O)NCC(=O)O, CCOC(C)=O, C(=NC1CCCCC1)=NC1CCCCC1, CN(C)C=O, On1nnc2ccccc21, SCP(c1ccccc1)c1ccccc1. The product is CC(=O)NCC(=O)SCP(c1ccccc1)c1ccccc1. Reaction SMILES: [CH3:1][C:2](=[O:3])[NH:4][CH2:5][C:6]([OH:7])=[O:8].[CH3:54][CH2:55][O:56][C:57](=[O:58])[CH3:59].[CH:19]1([N:20]=[C:21]=[N:22][CH:23]2[CH2:24][CH2:25][CH2:26][CH2:27][CH2:28]2)[CH2:29][CH2:30][CH2:31][CH2:32][CH2:33]1.[O:49]=[CH:50][N:51]([CH3:52])[CH3:53].[OH:9][n:10]1[c:11]2[c:12]([cH:13][cH:14][cH:15][cH:16]2)[n:17][n:18]1.[c:34]1([P:40]([c:41]2[cH:42][cH:43][cH:44][cH:45][cH:46]2)[CH2:47][SH:48])[cH:35][cH:36][cH:37][cH:38][cH:39]1>>[CH3:1][C:2](=[O:3])[NH:4][CH2:5][C:6](=[O:8])[S:48][CH2:47][P:40]([c:34]1[cH:35][cH:36][cH:37][cH:38][cH:39]1)[c:41]1[cH:42][cH:43][cH:44][cH:45][cH:46]1. Reaction SMILES: [C:1]([CH3:2])(=[O:3])[N:4]([c:5]1[cH:6][cH:7][c:8]([NH:11][C:12]([O:13][CH2:14][C:15]([Cl:16])([Cl:17])[Cl:18])=[O:19])[cH:9][cH:10]1)[CH3:20].[CH3:47][S:48]([CH3:49])=[O:50].[CH:38]([N:39]([CH:40]([CH3:41])[CH3:42])[CH2:43][CH3:44])([CH3:45])[CH3:46].[OH2:51].[c:21]1(-[c:27]2[n:28][s:29][c:30]([N:32]3[CH2:33][CH2:34][NH:35][CH2:36][CH2:37]3)[n:31]2)[cH:22][cH:23][cH:24][cH:25][cH:26]1>>[C:1]([CH3:2])(=[O:3])[N:4]([c:5]1[cH:6][cH:7][c:8]([NH:11][C:12](=[O:19])[N:35]2[CH2:34][CH2:33][N:32]([c:30]3[s:29][n:28][c:27](-[c:21]4[cH:22][cH:23][cH:24][cH:25][cH:26]4)[n:31]3)[CH2:37][CH2:36]2)[cH:9][cH:10]1)[CH3:20]. Starting materials: CC(=O)N(C)c1ccc(NC(=O)OCC(Cl)(Cl)Cl)cc1, CS(C)=O, CCN(C(C)C)C(C)C, O, c1ccc(-c2nsc(N3CCNCC3)n2)cc1. Yields the product CC(=O)N(C)c1ccc(NC(=O)N2CCN(c3nc(-c4ccccc4)ns3)CC2)cc1. Reactants: COC1=CC=C(C=C1)C=1N=C(SC1C1=CC=C(C=C1)OC)CC(=O)O (4,5-bis(p-methoxyphenyl)-2-thiazoleacetic acid), [Li] (lithium), CI (methyl iodide), CN(C)C=O (DMF). Solvent: O (water). Product: COC1=CC=C(C=C1)C=1N=C(SC1C1=CC=C(C=C1)OC)CC(=O)OC (4,5-bis(p-methoxyphenyl)-2-thiazoleacetic acid, methyl ester). Yield: 37.0%. As a reaction SMILES: [CH3:1][O:2][C:3]1[CH:8]=[CH:7][C:6]([C:9]2[N:10]=[C:11]([CH2:22][C:23]([OH:25])=[O:24])[S:12][C:13]=2[C:14]2[CH:19]=[CH:18][C:17]([O:20][CH3:21])=[CH:16][CH:15]=2)=[CH:5][CH:4]=1.[Li].CI.[CH3:29]N(C=O)C>O>[CH3:1][O:2][C:3]1[CH:8]=[CH:7][C:6]([C:9]2[N:10]=[C:11]([CH2:22][C:23]([O:25][CH3:29])=[O:24])[S:12][C:13]=2[C:14]2[CH:19]=[CH:18][C:17]([O:20][CH3:21])=[CH:16][CH:15]=2)=[CH:5][CH:4]=1 |^1:25|. Reported procedure: A solution of 4,5-bis(p-methoxyphenyl)-2-thiazoleacetic acid, lithium salt (8.82 g.; 0.024 mole), methyl iodide (17.4 g.; 0.122 mole) and DMF (100 ml.) was stirred at ambient temperature for 16 hours. The mixture was poured into water (1.5 l.) and extracted with methylene chloride (500 ml.). The organic layer was washed with water (3×1.5 l.), saturated sodium bicarbonate (1.0 l.), water (1.5 l.), dried (sodium sulfate), and concentrated in vacuo. The oily residue was dissolved in acetone and app... The reactants are CCOC(=O)C (EtOAc), FC1=CC=C(C=C1)C(=C(C(=O)Cl)C1=NN=NN1C)C1=CC=C(C=C1)F (3,3-Bis(4-fluorophenyl)-2-(1-methyl-1H-tetrazol-5-yl)-2-propenoyl chloride), [H-].[Al+3].[Li+].[H-].[H-].[H-] (lithium aluminum hydride). The solvent is hexanes, O1CCCC1 (tetrahydrofuran), C1CCOC1 (THF), OS(=O)(=O)O (H2SO4). Reaction conditions: temperature -78 celsius, time 15 minute. The product is FC1=CC=C(C=C1)C(=C(CO)C1=NN=NN1C)C1=CC=C(C=C1)F (3,3-Bis(4-fluorophenyl)-2-(1-methyl-1H-tetrazol-5-yl)-2-propenol). Isolated yield 100.0%. As a reaction SMILES: [F:1][C:2]1[CH:7]=[CH:6][C:5]([C:8]([C:19]2[CH:24]=[CH:23][C:22]([F:25])=[CH:21][CH:20]=2)=[C:9]([C:13]2[N:17]([CH3:18])[N:16]=[N:15][N:14]=2)[C:10](Cl)=[O:11])=[CH:4][CH:3]=1.[H-].[Al+3].[Li+].[H-].[H-].[H-].CCOC(C)=O>C1COCC1.OS(O)(=O)=O>[F:1][C:2]1[CH:7]=[CH:6][C:5]([C:8]([C:19]2[CH:20]=[CH:21][C:22]([F:25])=[CH:23][CH:24]=2)=[C:9]([C:13]2[N:17]([CH3:18])[N:16]=[N:15][N:14]=2)[CH2:10][OH:11])=[CH:4][CH:3]=1 |f:1.2.3.4.5.6|. Reported procedure: The acyl chloride prepared in Step A was dissolved into 150 mL of tetrahydrofuran and was chilled to -78° C. under argon. To this pale brownish solution at -78° C. was added 8.0 mL lithium aluminum hydride in THF solutions (1.0 Molar). Analytical TLC after 15 minutes showed only one mobile spot at Rf =0.23 (50% EtOAc in hexanes v/v). The crude reaction mixture was diluted with 2M H2SO4 (20 ml). The aqueous layer was extracted with ethyl acetate (40 mL×2). Organic layers were combined, dried over... The reactants are Cc1ccc2c(=O)n3c(nc2c1)[nH]c1cc(Cl)c(Cl)cc13, COC(=O)CCCl. Product: COC(=O)CCn1c2cc(Cl)c(Cl)cc2n2c(=O)c3ccc(C)cc3nc12. As a reaction SMILES: [CH3:1][c:2]1[cH:3][cH:4][c:5]2[c:6](=[O:21])[n:7]3[c:8]([n:9][c:10]2[cH:11]1)[nH:12][c:13]1[c:14]3[cH:15][c:16]([Cl:20])[c:17]([Cl:19])[cH:18]1.[Cl:22][CH2:23][CH2:24][C:25](=[O:26])[O:27][CH3:28]>>[CH3:1][c:2]1[cH:3][cH:4][c:5]2[c:6](=[O:21])[n:7]3[c:8]([n:9][c:10]2[cH:11]1)[n:12]([CH2:23][CH2:24][C:25](=[O:26])[O:27][CH3:28])[c:13]1[c:14]3[cH:15][c:16]([Cl:20])[c:17]([Cl:19])[cH:18]1. Starting materials: CCN=C=NCCCN(C)C, COCCCN, CCN(C(C)C)C(C)C, ClCCl, On1nnc2ccccc21, O=C(O)c1csc(-c2cnc(-c3ccccc3)nc2)n1. Product: COCCCNC(=O)c1csc(-c2cnc(-c3ccccc3)nc2)n1. As a reaction SMILES: [CH3:21][CH2:22][N:23]=[C:24]=[N:25][CH2:26][CH2:27][CH2:28][N:29]([CH3:30])[CH3:31].[CH3:42][O:43][CH2:44][CH2:45][CH2:46][NH2:47].[CH:48]([N:49]([CH:50]([CH3:51])[CH3:52])[CH2:53][CH3:54])([CH3:55])[CH3:56].[Cl:57][CH2:58][Cl:59].[OH:32][n:33]1[c:34]2[c:35]([cH:36][cH:37][cH:38][cH:39]2)[n:40][n:41]1.[c:1]1(-[c:7]2[n:8][cH:9][c:10](-[c:13]3[s:14][cH:15][c:16]([C:18](=[O:19])[OH:20])[n:17]3)[cH:11][n:12]2)[cH:2][cH:3][cH:4][cH:5][cH:6]1>>[c:1]1(-[c:7]2[n:8][cH:9][c:10](-[c:13]3[s:14][cH:15][c:16]([C:18](=[O:20])[NH:47][CH2:46][CH2:45][CH2:44][O:43][CH3:42])[n:17]3)[cH:11][n:12]2)[cH:2][cH:3][cH:4][cH:5][cH:6]1.